From a dataset of the Open Reaction Database (ORD), a public repository of structured organic reaction records. describe an organic reaction: reactants, conditions, products, and yield Starting materials: CCCCCCCCCCCC(=O)Nc1nc(CC(=O)OCC)cs1, C1CCOC1, [Li+], [OH-], O. Yields the product CCCCCCCCCCCC(=O)Nc1nc(CC(=O)O)cs1. Reaction SMILES: [CH2:1]([CH3:2])[O:3][C:4]([CH2:5][c:6]1[n:7][c:8]([NH:11][C:12]([CH2:13][CH2:14][CH2:15][CH2:16][CH2:17][CH2:18][CH2:19][CH2:20][CH2:21][CH2:22][CH3:23])=[O:24])[s:9][cH:10]1)=[O:25].[CH2:28]1[O:29][CH2:30][CH2:31][CH2:32]1.[Li+:27].[OH-:26].[OH2:33]>>[O:3]=[C:4]([CH2:5][c:6]1[n:7][c:8]([NH:11][C:12]([CH2:13][CH2:14][CH2:15][CH2:16][CH2:17][CH2:18][CH2:19][CH2:20][CH2:21][CH2:22][CH3:23])=[O:24])[s:9][cH:10]1)[OH:25]. The reactants are C(C1=CC=CC=C1)N1N=NC(=C1)C=1SC(=C(N1)C)C(=O)O (2-(1-benzyl-1H-1,2,3-triazol-4-yl)-4-methylthiazole-5-carboxylic acid), C1(CC1)CCN1N=NC(=C1)C=1SC(=C(N1)C)C(=O)O (2-(1-(2-cyclopropylethyl)-1H-1,2,3-triazol-4-yl)-4-methylthiazole-5-carboxylic acid), N1=CC(=CC=C1)CN (pyridin-3-ylmethanamine). The product is C1(CC1)CCN1N=NC(=C1)C=1SC(=C(N1)C)C(=O)NCC=1C=NC=CC1 (2-(1-(2-cyclopropylethyl)-1H-1,2,3-triazol-4-yl)-4-methyl-N-(pyridin-3-ylmethyl)thiazole-5-carboxamide). The yield is 19.0%. As a reaction SMILES: [CH2:1]([N:8]1[CH:12]=[C:11]([C:13]2[S:14][C:15]([C:19]([OH:21])=O)=[C:16]([CH3:18])[N:17]=2)[N:10]=[N:9]1)[C:2]1[CH:7]=[CH:6][CH:5]=CC=1.C1(CC[N:27]2[CH:31]=[C:30]([C:32]3S[C:34]([C:38](O)=O)=[C:35](C)[N:36]=3)N=N2)CC1.N1C=CC=C(CN)C=1>>[CH:7]1([CH2:2][CH2:1][N:8]2[CH:12]=[C:11]([C:13]3[S:14][C:15]([C:19]([NH:27][CH2:31][C:30]4[CH:32]=[N:36][CH:35]=[CH:34][CH:38]=4)=[O:21])=[C:16]([CH3:18])[N:17]=3)[N:10]=[N:9]2)[CH2:6][CH2:5]1. Procedure details: Following the procedure as described in Example 4, making variations as necessary to replace 2-(1-benzyl-1H-1,2,3-triazol-4-yl)-4-methylthiazole-5-carboxylic acid with 2-(1-(2-cyclopropylethyl)-1H-1,2,3-triazol-4-yl)-4-methylthiazole-5-carboxylic acid to react with pyridin-3-ylmethanamine, the title compound was obtained as a white solid in 19% yield: mp 124-125° C. (ethyl acetate/hexanes); 1H NMR (300 MHz, CDCl3) δ 8.59 (s, 1H), 8.52 (s, 1H), 8.09 (s, 1H), 7.33-7.22 (m, 2H), 6.33 (t, J=5.7 Hz, ... The reactants are C1(CC1)C1=NC2=C(N1C)C=C(C=C2)N2C(C=C(C=C2)O)=O (1-(2-cyclopropyl-1-methyl-1H-benzimidazol-6-yl)-4-hydroxypyridin-2(1H)-one), BrCC#N (bromoacetonitrile), C([O-])([O-])=O.[K+].[K+] (potassium carbonate), CN(C)C=O (DMF). Run in O (water). Run at temperature 80 celsius, time 2 hour. The product is C1(CC1)C1=NC2=C(N1C)C=C(C=C2)N2C(C=C(C=C2)OCC#N)=O (((1-(2-Cyclopropyl-1-methyl-1H-benzimidazol-6-yl)-2-oxo-1,2-dihydropyridin-4-yl)oxy)acetonitrile). As a reaction SMILES: [CH:1]1([C:4]2[N:8]([CH3:9])[C:7]3[CH:10]=[C:11]([N:14]4[CH:19]=[CH:18][C:17]([OH:20])=[CH:16][C:15]4=[O:21])[CH:12]=[CH:13][C:6]=3[N:5]=2)[CH2:3][CH2:2]1.Br[CH2:23][C:24]#[N:25].C(=O)([O-])[O-].[K+].[K+].CN(C=O)C>O>[CH:1]1([C:4]2[N:8]([CH3:9])[C:7]3[CH:10]=[C:11]([N:14]4[CH:19]=[CH:18][C:17]([O:20][CH2:23][C:24]#[N:25])=[CH:16][C:15]4=[O:21])[CH:12]=[CH:13][C:6]=3[N:5]=2)[CH2:2][CH2:3]1 |f:2.3.4|. Procedure details: A mixture of 1-(2-cyclopropyl-1-methyl-1H-benzimidazol-6-yl)-4-hydroxypyridin-2(1H)-one (3.0 g), bromoacetonitrile (0.82 ml), potassium carbonate (4.42 g) and DMF (10 ml) was stirred at 80° C. for 2 h. The mixture was poured into water and extracted with EtOAc. The extract was washed with brine, dried over MgSO4, concentrated and purified by silica gel column chromatography (hexane/EtOAc). The resulting solid was washed with IPE to give the title compound (2.39 g) as a pale yellow solid. Starting materials: CN(C)c1ccncc1, CO, CCN(C(C)C)C(C)C, ClCCl, Nc1ccc(-c2cc3nsnc3cc2C(F)(F)F)cn1, O=C(Cl)c1c(F)cccc1F, [Li+], C1CCOC1, [OH-]. Yields the product O=C(Nc1ccc(-c2cc3nsnc3cc2C(F)(F)F)cn1)c1c(F)cccc1F. Reaction SMILES: [CH3:41][N:42]([c:43]1[cH:44][cH:45][n:46][cH:47][cH:48]1)[CH3:49].[CH3:58][OH:59].[CH:32]([N:33]([CH2:34][CH3:35])[CH:36]([CH3:37])[CH3:38])([CH3:39])[CH3:40].[Cl:50][CH2:51][Cl:52].[F:12][C:13]([c:14]1[c:15](-[c:23]2[cH:24][cH:25][c:26]([NH2:29])[n:27][cH:28]2)[cH:16][c:17]2[c:18]([n:19][s:20][n:21]2)[cH:22]1)([F:30])[F:31].[F:1][c:2]1[c:3]([C:4](=[O:5])[Cl:6])[c:7]([F:11])[cH:8][cH:9][cH:10]1.[Li+:60].[O:53]1[CH2:54][CH2:55][CH2:56][CH2:57]1.[OH-:61]>>[F:1][c:2]1[c:3]([C:4](=[O:5])[NH:29][c:26]2[cH:25][cH:24][c:23](-[c:15]3[c:14]([C:13]([F:12])([F:30])[F:31])[cH:22][c:18]4[c:17]([cH:16]3)[n:21][s:20][n:19]4)[cH:28][n:27]2)[c:7]([F:11])[cH:8][cH:9][cH:10]1. The reactants are ClC=1C=CC2=C(C(=NCC(N2)=O)C2=CC=CC=C2)C1 (7-chloro-1,3-dihydro-5-phenyl-2H-1,4-benzodiazepin-2-one), 4-oxide, ClCC(=O)OC(CCl)=O (chloroacetic anhydride). Yields the product ClC=1C=CC2=C(C(=NC(C(N2)=O)O)C2=CC=CC=C2)C1 (7-chloro-1,3-dihydro-3-hydroxy-5-phenyl-2H-1,4-benzodiazepin-2-one), ClCC(=O)[O-] (chloroacetate). RXN SMILES: [Cl:1][C:2]1[CH:3]=[CH:4][C:5]2[NH:11][C:10](=[O:12])[CH2:9][N:8]=[C:7]([C:13]3[CH:18]=[CH:17][CH:16]=[CH:15][CH:14]=3)[C:6]=2[CH:19]=1.[Cl:20][CH2:21][C:22]([O:24]C(=O)CCl)=[O:23]>>[Cl:1][C:2]1[CH:3]=[CH:4][C:5]2[NH:11][C:10](=[O:12])[CH:9]([OH:23])[N:8]=[C:7]([C:13]3[CH:18]=[CH:17][CH:16]=[CH:15][CH:14]=3)[C:6]=2[CH:19]=1.[Cl:20][CH2:21][C:22]([O-:24])=[O:23]. Reported procedure: Following the procedure of the preceding paragraph react 7-chloro-1,3-dihydro-5-phenyl-2H-1,4-benzodiazepin-2-one, 4-oxide with chloroacetic anhydride to produce 7-chloro-1,3-dihydro-3-hydroxy-5-phenyl-2H-1,4-benzodiazepin-2-one, chloroacetate. Starting materials: COC=1C=C2C=C(N=C(C2=CC1OC)CCC)O (6,7-dimethoxy-1-propylisoquinolin-3-ol), COC=1C=C2C=C(N=C(C2=CC1OC)CCC)O (6,7-Dimethoxy-1-propylisoquinolin-3-ol), O[Li].O (LiOH.H2O), Cl.ClCC=1C(=NC=2C=C3C(=CC2C1)OCO3)N(C)C (7-(chloromethyl)-N,N-dimethyl-[1,3]dioxolo[4,5-g]quinolin-6-amine hydrochloride), 35172, Cl (HCl), CO (MeOH). Run in C1(=CC=CC=C1)C (toluene). Conditions: temperature 150 celsius, time 1.5 hour. Yields the product Cl.Cl.CN(C1=NC=2C=C3C(=CC2C=C1CC1=C(N=C(C2=CC(=C(C=C12)OC)OC)CCC)O)OCO3)C (4-((6-(dimethylamino)-[1,3]dioxolo[4,5-g]quinolin-7-yl)methyl)-6,7-dimethoxy-1-propylisoquinolin-3-ol dihydrochloride), solid. Isolated yield 55.0%. As a reaction SMILES: [CH3:1][O:2][C:3]1[CH:4]=[C:5]2[C:10](=[CH:11][C:12]=1[O:13][CH3:14])[C:9]([CH2:15][CH2:16][CH3:17])=[N:8][C:7]([OH:18])=[CH:6]2.O[Li].O.[ClH:22].[Cl:23][CH2:24][C:25]1[C:26]([N:38]([CH3:40])[CH3:39])=[N:27][C:28]2[CH:29]=[C:30]3[O:37][CH2:36][O:35][C:31]3=[CH:32][C:33]=2[CH:34]=1.Cl.CO>C1(C)C=CC=CC=1>[ClH:23].[ClH:22].[CH3:40][N:38]([CH3:39])[C:26]1[C:25]([CH2:24][C:6]2[C:5]3[C:10](=[CH:11][C:12]([O:13][CH3:14])=[C:3]([O:2][CH3:1])[CH:4]=3)[C:9]([CH2:15][CH2:16][CH3:17])=[N:8][C:7]=2[OH:18])=[CH:34][C:33]2[CH:32]=[C:31]3[O:35][CH2:36][O:37][C:30]3=[CH:29][C:28]=2[N:27]=1 |f:1.2,3.4,8.9.10|. Reported procedure: To a solution of 6,7-dimethoxy-1-propylisoquinolin-3-ol RBO 35142 (250 mg, 1.0 mmol) in toluene in a 20 mL microwave vial was added LiOH.H2O (84 mg, 2.0 mmol) and 7-(chloromethyl)-N,N-dimethyl-[1,3]dioxolo[4,5-g]quinolin-6-amine hydrochloride RBO 35172 (301 mg, 1.0 mmol). The mixture was stirred at 150° C. for 1.5 h under microwave irradiation then cooled to RT. The volatiles were removed under vacuum and the residue was taken back in dichloromethane (30 mL), washed with water (3×10 mL), brine (... Starting materials: FC1=CC=C(C=C1)C=1NC(=CC1C1=CC=NC=C1)C1CCN(CC1)CCC(N(C)C)=O (2-(4-fluorophenyl)-5-(N-(2-(N,N-dimethylcarbamoyl)ethyl)piperidin-4-yl)-3-(4-pyridyl)pyrrole), [H-].[Al+3].[Li+].[H-].[H-].[H-] (lithium aluminum hydride). Run in O1CCCC1 (tetrahydrofuran). The product is FC1=CC=C(C=C1)C=1NC(=CC1C1=CC=NC=C1)C1CCN(CC1)CCN(C)C (2-(4-fluorophenyl)-5-[N-[2-(dimethylamino)ethyl]piperidin-4-yl]-3-(4-pyridyl)pyrrole). The yield is 185.5%. As a reaction SMILES: [F:1][C:2]1[CH:7]=[CH:6][C:5]([C:8]2[NH:9][C:10]([CH:19]3[CH2:24][CH2:23][N:22]([CH2:25]CC(=O)N(C)C)[CH2:21][CH2:20]3)=[CH:11][C:12]=2[C:13]2[CH:18]=[CH:17][N:16]=[CH:15][CH:14]=2)=[CH:4][CH:3]=1.[H-].[Al+3].[Li+].[H-].[H-].[H-]>O1CCCC1>[F:1][C:2]1[CH:7]=[CH:6][C:5]([C:8]2[NH:9][C:10]([CH:19]3[CH2:24][CH2:23][N:22]([CH2:25][CH2:21][N:22]([CH3:25])[CH3:23])[CH2:21][CH2:20]3)=[CH:11][C:12]=2[C:13]2[CH:14]=[CH:15][N:16]=[CH:17][CH:18]=2)=[CH:4][CH:3]=1 |f:1.2.3.4.5.6|. Procedure: To a stirred suspension of the amide from Step A (82 mg, 0.195 mmol) in 3 mL tetrahydrofuran was added lithium aluminum hydride (1.0M in tetrahydrofuran, 0.39 mL, 0.39 mmol) dropwise. After refluxing for 3 hours, the reaction was quenched with few drops of saturated Na2SO4, and then solvent was removed in vacuo. Purification by silica gel chromatography afforded the title compound (71 mg, 89%). NMR 1.8(m, 2H), 2.4(s, 6H0, 2.4(m, 4H). Reactants: C1(=CC=C(C=C1)C(C(=O)OCC)=O)C (ethyl 4-tolylglyoxylate), C(C)OC(=O)CP(OCC)(OCC)=O (diethyl ethoxycarbonylmethylphosphonate), [H-].[Na+] (sodium hydride), C(CC(O)(C(=O)O)CC(=O)O)(=O)O (citric acid). The solvent is O1CCCC1 (tetrahydrofuran), O1CCCC1 (tetrahydrofuran), O1CCCC1 (tetrahydrofuran). Reaction conditions: time 30 minute. Yields the product C1(=CC=C(C=C1)/C(/C(=O)OCC)=C/C(=O)OCC)C (diethyl 2-(4-tolyl)maleate). Yield: 92.5%. As a reaction SMILES: [CH2:1]([O:3][C:4]([CH2:6]P(=O)(OCC)OCC)=[O:5])[CH3:2].[H-].[Na+].[C:17]1([CH3:30])[CH:22]=[CH:21][C:20]([C:23](=O)[C:24]([O:26][CH2:27][CH3:28])=[O:25])=[CH:19][CH:18]=1.C(O)(=O)CC(CC(O)=O)(C(O)=O)O>O1CCCC1>[C:17]1([CH3:30])[CH:18]=[CH:19][C:20](/[C:23](=[CH:6]/[C:4]([O:3][CH2:1][CH3:2])=[O:5])/[C:24]([O:26][CH2:27][CH3:28])=[O:25])=[CH:21][CH:22]=1 |f:1.2|. Procedure details: A solution of diethyl ethoxycarbonylmethylphosphonate (3.3 g) in anhydrous tetrahydrofuran (20 ml) is added dropwise to a suspension of sodium hydride (60%, oily) (676 mg) in anhydrous tetrahydrofuran (30 ml) under a nitrogen atmosphere and ice cooling, and further a solution of ethyl 4-tolylglyoxylate (2.96 g) in anhydrous tetrahydrofuran (22 ml) is added dropwise thereto. The mixture is stirred at room temperature for 30 minutes, a 10% aqueous citric acid solution is added to the reaction mixt...